This data is from the Open Reaction Database (ORD), a public repository of structured organic reaction records. The task is: describe an organic reaction: reactants, conditions, products, and yield Reactants: NC1=CC=C(C(=O)N(C)C)C=C1 (4-amino-N,N-dimethylbenzamide), CC=1C=CC(=CC1)S(=O)(=O)O (pTSA), ClC=1N=NC(=C(N1)NCC1=C(C(=CC=C1)F)F)Cl (3,6-Dichloro-N-(2,3-difluorobenzyl)-1,2,4-triazin-5-amine). The solvent is CN1CCCC1=O (NMP). Run at temperature 105 celsius, time 8 hour. Product: ClC1=C(N=C(N=N1)NC1=CC=C(C(=O)N(C)C)C=C1)NCC1=C(C(=CC=C1)F)F (4-(6-chloro-5-(2,3-difluorobenzylamino)-1,2,4-triazin-3-ylamino)-N,N-dimethylbenzamide). Isolated yield 53.3%. Reaction SMILES: Cl[C:2]1[N:3]=[N:4][C:5]([Cl:18])=[C:6]([NH:8][CH2:9][C:10]2[CH:15]=[CH:14][CH:13]=[C:12]([F:16])[C:11]=2[F:17])[N:7]=1.[NH2:19][C:20]1[CH:30]=[CH:29][C:23]([C:24]([N:26]([CH3:28])[CH3:27])=[O:25])=[CH:22][CH:21]=1.CC1C=CC(S(O)(=O)=O)=CC=1>CN1C(=O)CCC1>[Cl:18][C:5]1[N:4]=[N:3][C:2]([NH:19][C:20]2[CH:30]=[CH:29][C:23]([C:24]([N:26]([CH3:28])[CH3:27])=[O:25])=[CH:22][CH:21]=2)=[N:7][C:6]=1[NH:8][CH2:9][C:10]1[CH:15]=[CH:14][CH:13]=[C:12]([F:16])[C:11]=1[F:17]. Reported procedure: 3,6-Dichloro-N-(2,3-difluorobenzyl)-1,2,4-triazin-5-amine (75 mg, 0.26 mmol) was dissolved in 5 mL NMP. To it was added 4-amino-N,N-dimethylbenzamide (86 mg, 0.52 mmol) and pTSA (49 mg, 0.26 mmol). The mixture was stirred at 105° C. for overnight and subjected to reverse phase preparative HPLC to isolate 4-(6-chloro-5-(2,3-difluorobenzylamino)-1,2,4-triazin-3-ylamino)-N,N-dimethylbenzamide (58 mg). MS found for C19H17ClF2N6O as (M+H)+ 419.3. UV: λ=273 nm. Starting materials: FC=1C=C2C(=[N+](C1)[O-])NC=C2 (5-fluoro-1H-pyrrolo[2,3-b]pyridine 7-oxide), P(=O)(Cl)(Cl)Cl (phosphorus oxychloride). Reported procedure: 4-Chloro-5-fluoro-1H-pyrrolo[2,3-b]pyridine can be obtained as in example 4 stage 4(b) but starting from 1.7 g of 5-fluoro-1H-pyrrolo[2,3-b]pyridine 7-oxide in 10 cm3 of phosphorus oxychloride. In this way, 1.3 g of 4-chloro-5-fluoro-1H-pyrrolo[2,3-b]pyridine is obtained as a solid with the following characteristics: Reaction SMILES: [F:1][C:2]1[CH:3]=[C:4]2[CH:11]=[CH:10][NH:9][C:5]2=[N+:6]([O-])[CH:7]=1.P(Cl)(Cl)([Cl:14])=O>>[Cl:14][C:3]1[C:2]([F:1])=[CH:7][N:6]=[C:5]2[NH:9][CH:10]=[CH:11][C:4]=12. Yields the product ClC1=C2C(=NC=C1F)NC=C2 (4-chloro-5-fluoro-1H-pyrrolo[2,3-b]pyridine). The reactants are [BH4-], CCO, O=Cc1cc(Cl)ccc1OCC(F)(F)F, [Na+]. The product is OCc1cc(Cl)ccc1OCC(F)(F)F. RXN SMILES: [BH4-:1].[CH3:18][CH2:19][OH:20].[F:3][C:4]([CH2:5][O:6][c:7]1[c:8]([CH:9]=[O:10])[cH:11][c:12]([Cl:15])[cH:13][cH:14]1)([F:16])[F:17].[Na+:2]>>[F:3][C:4]([CH2:5][O:6][c:7]1[c:8]([CH2:9][OH:10])[cH:11][c:12]([Cl:15])[cH:13][cH:14]1)([F:16])[F:17]. Starting materials: O (water), [H-].[Na+] (sodium hydride), C(CCC=C)O (4-penten-1-ol), ClC1=NC(=NC(=N1)Cl)Cl (2,4,6-trichloro-1,3,5-triazine). Solvent: O1CCCC1 (tetrahydrofuran), O1CCCC1 (tetrahydrofuran). Conditions: temperature 0 celsius, time 2 hour. Product: C(CCC=C)OC1=NC(=NC(=N1)OCCCC=C)OCCCC=C (2,4,6-tri(4-pentene-1-oxy)-1,3,5-triazine). The yield is 60.0%. RXN SMILES: [H-].[Na+].[CH2:3]([OH:8])[CH2:4][CH2:5][CH:6]=[CH2:7].Cl[C:10]1[N:15]=[C:14](Cl)[N:13]=[C:12](Cl)[N:11]=1.[OH2:18]>O1CCCC1>[CH2:3]([O:8][C:10]1[N:15]=[C:14]([O:18][CH2:7][CH2:6][CH2:5][CH:4]=[CH2:3])[N:13]=[C:12]([O:8][CH2:3][CH2:4][CH2:5][CH:6]=[CH2:7])[N:11]=1)[CH2:4][CH2:5][CH:6]=[CH2:7] |f:0.1|. Procedure details: To 10.5 g of sodium hydride (purity: 60% or more), 200 mL of tetrahydrofuran was added and the resultant reaction mixture was cooled down to 0° C., followed by dropping 22.58 g of 4-penten-1-ol into the reaction mixture at 4° C. or less to be added. After the completion of the dropping, the resultant reaction mixture was stirred at room temperature for 2 hours. Then, the reaction mixture was cooled down again to 0° C. and into the reaction mixture, 11.9 g of 2,4,6-trichloro-1,3,5-triazine dissol... The reactants are BrC1=C(N)C=C(C=C1)[N+](=O)[O-] (2-bromo-5-nitroaniline), N1=CC=CC=C1 (pyridine), ClC(=O)OC (methyl chloroformate), ClC(=O)OC (methyl chloroformate). Solvent: C1CCOC1 (THF). Conditions: time 4 hour. The product is BrC1=C(C=C(C=C1)[N+](=O)[O-])NC(OC)=O (methyl 2-bromo-5-nitrophenylcarbamate). The yield is 61.6%. RXN SMILES: [Br:1][C:2]1[CH:8]=[CH:7][C:6]([N+:9]([O-:11])=[O:10])=[CH:5][C:3]=1[NH2:4].N1C=CC=CC=1.Cl[C:19]([O:21][CH3:22])=[O:20]>C1COCC1>[Br:1][C:2]1[CH:8]=[CH:7][C:6]([N+:9]([O-:11])=[O:10])=[CH:5][C:3]=1[NH:4][C:19](=[O:20])[O:21][CH3:22]. Procedure details: A solution of 2-bromo-5-nitroaniline (500 mg, 2.30 mmol) in THF (40 mL) was treated with pyridine (0.19 mL, 2.3 mmol) and methyl chloroformate (0.27 mL, 3.5 mmol) at room temperature. After 4 hours, additional methyl chloroformate (0.27 mL, 3.5 mmol) was added, and the reaction mixture was stirred at room temperature for an additional 3 hours. The reaction mixture was concentrated to dryness and then taken up in EtOAc (30 mL) and washed with 1 N HCl (3×25 mL), dried (Na2SO4), filtered and concen... The reactants are CCOC(C)=O, CCO, O=C(Nc1cccc(F)c1)c1cc([N+](=O)[O-])n[nH]1, [H][H], O=[Pt]=O. Yields the product Nc1cc(C(=O)Nc2cccc(F)c2)[nH]n1. Reaction SMILES: [C:24]([O:25][CH2:26][CH3:27])(=[O:28])[CH3:29].[CH2:21]([OH:22])[CH3:23].[F:1][c:2]1[cH:3][c:4]([NH:8][C:9](=[O:10])[c:11]2[cH:12][c:13]([N+:16]([O-:17])=[O:18])[n:14][nH:15]2)[cH:5][cH:6][cH:7]1.[H:19][H:20].[Pt:30](=[O:31])=[O:32]>>[F:1][c:2]1[cH:3][c:4]([NH:8][C:9](=[O:10])[c:11]2[cH:12][c:13]([NH2:16])[n:14][nH:15]2)[cH:5][cH:6][cH:7]1. Starting materials: Nb(OC6H3Ph2 --2,6)2, [H][H] (hydrogen), [H][H] (hydrogen), CH2C6H4, C1(=CC=CC=C1)P(C1=CC=CC=C1)CP(C1=CC=CC=C1)C1=CC=CC=C1 (bis(di-phenylphosphino)methane). Solvent: C1CCCCC1 (cyclohexane). Conditions: temperature 100 celsius. Yields the product C1(CCCCC1)P(C1CCCCC1)CP(C1CCCCC1)C1CCCCC1 (Bis(di-cyclohexylphosphino)methane). RXN SMILES: [C:1]1([P:7]([CH2:14][P:15]([C:22]2[CH:27]=[CH:26][CH:25]=[CH:24][CH:23]=2)[C:16]2[CH:21]=[CH:20][CH:19]=[CH:18][CH:17]=2)[C:8]2[CH:13]=[CH:12][CH:11]=[CH:10][CH:9]=2)[CH:6]=[CH:5][CH:4]=[CH:3][CH:2]=1.[H][H]>C1CCCCC1>[CH:16]1([P:15]([CH2:14][P:7]([CH:8]2[CH2:13][CH2:12][CH2:11][CH2:10][CH2:9]2)[CH:1]2[CH2:2][CH2:3][CH2:4][CH2:5][CH2:6]2)[CH:22]2[CH2:27][CH2:26][CH2:25][CH2:24][CH2:23]2)[CH2:21][CH2:20][CH2:19][CH2:18][CH2:17]1. Reported procedure: A 300 ml. stainless steel high pressure reactor was charged, under a nitrogen atmosphere at atmospheric temperature, with a solution of ##STR1## hereinafter referred to as Nb(OC6H3Ph2 --2,6)2 (CH2C6H4 --4Me)3 (2.2 g., 2.5 mmol.) and bis(di-phenylphosphino)methane (25.0 g., 65.1 mmol.) in cyclohexane (55 ml.). The reactor was pressurized with hydrogen (1,200 psi) and heated at 100° C. for four days. During the course of the reaction the pressure dropped requiring the repressurization of the react... Starting materials: COC(=O)C1(C(C2(CC1)COC(OC2)(C)C)=O)CC2=CC=C(C=C2)Cl (2-(4-chlorobenzyl)-8,8-dimethyl-1-oxo-7,9-dioxaspiro[4.5]decane-2-carboxylic acid methyl ester), [OH-].[Na+] (sodium hydroxide), [OH-].[Na+] (sodium hydroxide). RXN SMILES: COC([C:5]1([CH2:18][C:19]2[CH:24]=[CH:23][C:22]([Cl:25])=[CH:21][CH:20]=2)[CH2:9][CH2:8][C:7]2([CH2:14][O:13][C:12]([CH3:16])([CH3:15])[O:11][CH2:10]2)[C:6]1=[O:17])=O.[OH-].[Na+]>C1(C)C=CC=CC=1>[Cl:25][C:22]1[CH:23]=[CH:24][C:19]([CH2:18][CH:5]2[CH2:9][CH2:8][C:7]3([CH2:10][O:11][C:12]([CH3:16])([CH3:15])[O:13][CH2:14]3)[C:6]2=[O:17])=[CH:20][CH:21]=1 |f:1.2|. Product: ClC1=CC=C(CC2C(C3(CC2)COC(OC3)(C)C)=O)C=C1 (2-(4-chlorobenzyl)-8,8-dimethyl-7,9-dioxaspiro[4.5]decan-1-one). Procedure: After adding toluene (1 mL) in 2-(4-chlorobenzyl)-8,8-dimethyl-1-oxo-7,9-dioxaspiro[4.5]decane-2-carboxylic acid methyl ester (10.0 g, 0.0273 mol), the mixture was suspended in a 0.5 M sodium hydroxide solution (27.3 mL, 0.0273 mol×0.5 mol) and reacted at 110° C. The reaction was continued by adding a 0.5 M sodium hydroxide solution (27.3 mL, 0.0273 mol×0.5 mol) every 2 hours (for three times total), and heating and stirring were performed for total of 9 hours. Following the completion of the re... Solvent: C1(=CC=CC=C1)C (toluene). Starting materials: COc1ccc(S(=O)(=O)Cl)cc1, Clc1ccc2oc(-c3ccccc3)cc2c1, COc1ccc(S(=O)(=O)c2c(-c3ccccc3)oc3ccc(Cl)cc23)cc1. Product: O=S(=O)(c1ccc(O)cc1)c1c(-c2ccccc2)oc2ccc(Cl)cc12. Reaction SMILES: [CH3:17][O:18][c:19]1[cH:20][cH:21][c:22]([S:23]([Cl:24])(=[O:25])=[O:26])[cH:27][cH:28]1.[Cl:1][c:2]1[cH:3][cH:4][c:5]2[o:6][c:7](-[c:8]3[cH:9][cH:10][cH:11][cH:12][cH:13]3)[cH:14][c:15]2[cH:16]1.[Cl:29][c:30]1[cH:31][cH:32][c:33]2[c:34]([c:35]([S:44](=[O:45])(=[O:46])[c:47]3[cH:48][cH:49][c:50]([O:53][CH3:54])[cH:51][cH:52]3)[c:36](-[c:38]3[cH:39][cH:40][cH:41][cH:42][cH:43]3)[o:37]2)[cH:55]1>>[Cl:29][c:30]1[cH:31][cH:32][c:33]2[c:34]([c:35]([S:44](=[O:45])(=[O:46])[c:47]3[cH:48][cH:49][c:50]([OH:53])[cH:51][cH:52]3)[c:36](-[c:38]3[cH:39][cH:40][cH:41][cH:42][cH:43]3)[o:37]2)[cH:55]1. The reactants are C(C)(C)C1=CC=C(CCl)C=C1 (p-Isopropylbenzylchloride), C1(=CC=CC=C1)P(C1=CC=CC=C1)C1=CC=CC=C1 (triphenylphosphine). Solvent: C(C)#N (acetonitrile). Product: [Cl-].C(C)(C)C1=CC=C(C[P+](C2=CC=CC=C2)(C2=CC=CC=C2)C2=CC=CC=C2)C=C1 (p-Isopropylbenzyltriphenylphosphonium chloride). Reaction SMILES: [CH:1]([C:4]1[CH:11]=[CH:10][C:7]([CH2:8][Cl:9])=[CH:6][CH:5]=1)([CH3:3])[CH3:2].[C:12]1([P:18]([C:25]2[CH:30]=[CH:29][CH:28]=[CH:27][CH:26]=2)[C:19]2[CH:24]=[CH:23][CH:22]=[CH:21][CH:20]=2)[CH:17]=[CH:16][CH:15]=[CH:14][CH:13]=1>C(#N)C>[Cl-:9].[CH:1]([C:4]1[CH:11]=[CH:10][C:7]([CH2:8][P+:18]([C:19]2[CH:20]=[CH:21][CH:22]=[CH:23][CH:24]=2)([C:25]2[CH:30]=[CH:29][CH:28]=[CH:27][CH:26]=2)[C:12]2[CH:13]=[CH:14][CH:15]=[CH:16][CH:17]=2)=[CH:6][CH:5]=1)([CH3:3])[CH3:2] |f:3.4|. Procedure: p-Isopropylbenzylchloride (168.5 g, 1 mol.) and triphenylphosphine (275 g, 1.05 mol.) were refluxed overnight in acetonitrile (600 ml). Approximately 300 ml of acetonitrile were removed in vacuo and 500 ml ether was added. The salt was allowed to crystallize and the salt was filtered off and washed with ether. Yield of the first crop of crystals was 388 g (90%) of desired salt. Some additional salt could be recovered from the mother liquors.